Dataset: the Open Reaction Database (ORD), a public repository of structured organic reaction records. Task: describe an organic reaction: reactants, conditions, products, and yield Starting materials: CCCCCCC.C(C)(=O)OCC (heptane ethyl acetate), solution, FC1=CC=C(C(=C1C=O)O)OC (6-fluoro-2-hydroxy-3-methoxybenzaldehyde), (triphenylphosphoranilidene)acetic acid ethyl ester. Solvent: ClCCl (dichloromethane). Reaction conditions: time 30 minute. Product: FC=1C(=C(C(=CC1)OC)O)CCCO (3-Fluoro-2-(3-hydroxypropyl)-6-methoxyphenol). RXN SMILES: [F:1][C:2]1[C:7]([CH:8]=O)=[C:6]([OH:10])[C:5]([O:11][CH3:12])=[CH:4][CH:3]=1.CCCCCCC.[C:20](OCC)(=[O:22])[CH3:21]>ClCCl>[F:1][C:2]1[C:7]([CH2:8][CH2:21][CH2:20][OH:22])=[C:6]([OH:10])[C:5]([O:11][CH3:12])=[CH:4][CH:3]=1 |f:1.2|. Reported procedure: To a 50 ml solution of 4.46 g of 6-fluoro-2-hydroxy-3-methoxybenzaldehyde in dichloromethane there was added 10 g of (triphenylphosphoranilidene)acetic acid ethyl ester while cooling on ice. After stirring at room temperature for 30 minutes, the reaction mixture was poured into a silica gel column and elution was performed with heptane-ethyl acetate=3:1. The eluate was concentrated under reduced pressure. The residue was dissolved in 100 ml of ethyl acetate, and 1 g of 10% palladium-carbon was a... Starting materials: COC1=NN2C(C=C1)=NC(=C2)C=2C=CC(=C(N)C2)C (5-(6-methoxyimidazo[2,1-f]pyridazin-2-yl)-2-methyl-aniline), C(=O)([O-])[O-].[K+].[K+] (K2CO3), FC1=CC=C(CBr)C=C1 (4-fluorobenzyl bromide). Run in C(C)#N (acetonitrile). Run at time 30 minute. The product is FC1=CC=C(CNC2=C(C=CC(=C2)C=2N=C3N(N=C(C=C3)OC)C2)C)C=C1 (N-(4-fluorobenzyl)-5-(6-methoxyimidazo[1,2-b]pyridazin-2-yl)-2-methylaniline). Yield: 34.5%. Reaction SMILES: [CH3:1][O:2][C:3]1[CH:8]=[CH:7][C:6]2=[N:9][C:10]([C:12]3[CH:13]=[CH:14][C:15]([CH3:19])=[C:16]([CH:18]=3)[NH2:17])=[CH:11][N:5]2[N:4]=1.C([O-])([O-])=O.[K+].[K+].[F:26][C:27]1[CH:34]=[CH:33][C:30]([CH2:31]Br)=[CH:29][CH:28]=1>C(#N)C>[F:26][C:27]1[CH:34]=[CH:33][C:30]([CH2:31][NH:17][C:16]2[CH:18]=[C:12]([C:10]3[N:9]=[C:6]4[CH:7]=[CH:8][C:3]([O:2][CH3:1])=[N:4][N:5]4[CH:11]=3)[CH:13]=[CH:14][C:15]=2[CH3:19])=[CH:29][CH:28]=1 |f:1.2.3|. Reported procedure: An 8 mL vial is charged with 5-(6-methoxyimidazo[2,1-f]pyridazin-2-yl)-2-methyl-aniline (20.3 mg, 0.08 mmol) in acetonitrile (0.5 mL), K2CO3 (13 mg) and 4-fluorobenzyl bromide (19 mg, 0.1 mmol). The mixture is stirred for 30 min then filtered, and the filtrate is added into water (10 mL). Solids precipitated and are collected by filtration to give the title compound (10 mg, 34% yield) (compound same as Example 102). LCMS m/z=363.3 [M+H]+, tR=2.57 min. Run in ClCCl (Dichloromethane), ClCCl (dichloromethane). The reactants are N1C=CC2=CC=CC(=C12)C(=O)O (1H-indole-7-carboxylic acid), CN(CCCN=C=NCC)C (N-[3-(dimethylamino)propyl]-N′-ethylcarbodiimide), N1(N=NC2=C1C=CC=C2)O (1-H-1,2,3-benzotriazol-1-ol), C(NN)(=O)OC(C)(C)C (t-butyl carbazate). Reaction conditions: time 1 hour. Product: N1C=CC2=CC=CC(=C12)C(=O)NNC(=O)OC(C)(C)C (1,1-Dimethylethyl 2-(1H-indol-7-ylcarbonyl)hydrazinecarboxylate). Reaction SMILES: [NH:1]1[C:9]2[C:4](=[CH:5][CH:6]=[CH:7][C:8]=2[C:10]([OH:12])=O)[CH:3]=[CH:2]1.CN(C)CCCN=C=NCC.N1(O)C2C=CC=CC=2N=N1.[C:34]([O:38][C:39]([CH3:42])([CH3:41])[CH3:40])(=[O:37])[NH:35][NH2:36]>ClCCl>[NH:1]1[C:9]2[C:4](=[CH:5][CH:6]=[CH:7][C:8]=2[C:10]([NH:36][NH:35][C:34]([O:38][C:39]([CH3:42])([CH3:41])[CH3:40])=[O:37])=[O:12])[CH:3]=[CH:2]1. Procedure: To a suspension of 1H-indole-7-carboxylic acid (510.9 mg, 2.85 mmol, commercially available from e.g. Maybridge, Apollo or Fluorochem) and N-[3-(dimethylamino)propyl]-N′-ethylcarbodiimide (443 mg, 2.85 mmol) in Dichloromethane (15 ml) stirred under argon at room temp was added solid 1-H-1,2,3-benzotriazol-1-ol (43.7 mg, 0.285 mmol) in dichloromethane (15 ml). The reaction mixture was stirred at RT for 1 hr. Solid t-butyl carbazate (571 mg, 4.28 mmol) was added and the reaction mixture stirred at... Starting materials: CCCCO, [H][H], [Na], CCCCCCCCC=CCCCCCCCCOS(=O)(=O)c1ccc(C)cc1. Product: CCCCCCCCC=CCCCCCCCCOCCCC. Reaction SMILES: [CH2:2]([CH2:3][CH2:4][CH3:5])[OH:6].[H:7][H:8].[Na:1].[O:9]([S:10]([c:11]1[cH:12][cH:13][c:14]([CH3:15])[cH:16][cH:17]1)(=[O:18])=[O:19])[CH2:20][CH2:21][CH2:22][CH2:23][CH2:24][CH2:25][CH2:26][CH2:27][CH:28]=[CH:29][CH2:30][CH2:31][CH2:32][CH2:33][CH2:34][CH2:35][CH2:36][CH3:37]>>[CH2:2]([CH2:3][CH2:4][CH3:5])[O:9][CH2:20][CH2:21][CH2:22][CH2:23][CH2:24][CH2:25][CH2:26][CH2:27][CH:28]=[CH:29][CH2:30][CH2:31][CH2:32][CH2:33][CH2:34][CH2:35][CH2:36][CH3:37].